This data is from the Open Reaction Database (ORD), a public repository of structured organic reaction records. The task is: describe an organic reaction: reactants, conditions, products, and yield Starting materials: N1=CC(=CC=C1)C(CCC(C)=O)=O (1-(3-pyridyl)-1,4-pentanedione). Solvent: C(C)(=O)OCC (ethyl acetate). Product: CC1=C2C=CCC2=C(C=C1)C=1C=NC=CC1 (4-Methyl-7-(3-pyridyl)indene). Isolated yield 48.0%. As a reaction SMILES: [N:1]1[CH:6]=[CH:5][CH:4]=[C:3]([C:7](=O)[CH2:8][CH2:9][C:10](=O)[CH3:11])[CH:2]=1>C(OCC)(=O)C>[CH3:7][C:3]1[CH:4]=[CH:5][C:7]([C:3]2[CH:2]=[N:1][CH:6]=[CH:5][CH:4]=2)=[C:8]2[C:2]=1[CH:11]=[CH:10][CH2:9]2. Reported procedure: 17.7 g (100 mmol}of 1-(3-pyridyl)-1,4-pentanedione were reacted analogously to Example 6. Column chromatography with ethyl acetate as the mobile phase gave 9.98 g (48 %) of the indene 12. Reactants: Clc1cc(Br)ccn1, Cc1ccccc1, CC#C[Si](C)(C)C, [Cu]I, c1ccc(P(c2ccccc2)(c2ccccc2)[Pd](P(c2ccccc2)(c2ccccc2)c2ccccc2)(P(c2ccccc2)(c2ccccc2)c2ccccc2)P(c2ccccc2)(c2ccccc2)c2ccccc2)cc1. Yields the product CC#Cc1ccnc(Cl)c1. As a reaction SMILES: [Br:1][c:2]1[cH:3][c:4]([Cl:8])[n:5][cH:6][cH:7]1.[CH3:16][c:17]1[cH:18][cH:19][cH:20][cH:21][cH:22]1.[CH3:9][Si:10]([C:11]#[C:12][CH3:13])([CH3:14])[CH3:15].[Cu:23][I:24].[cH:25]1[cH:26][cH:27][c:28]([P:29]([Pd:30]([P:31]([c:32]2[cH:33][cH:34][cH:35][cH:36][cH:37]2)([c:38]2[cH:39][cH:40][cH:41][cH:42][cH:43]2)[c:44]2[cH:45][cH:46][cH:47][cH:48][cH:49]2)([P:50]([c:51]2[cH:52][cH:53][cH:54][cH:55][cH:56]2)([c:57]2[cH:58][cH:59][cH:60][cH:61][cH:62]2)[c:63]2[cH:64][cH:65][cH:66][cH:67][cH:68]2)[P:69]([c:70]2[cH:71][cH:72][cH:73][cH:74][cH:75]2)([c:76]2[cH:77][cH:78][cH:79][cH:80][cH:81]2)[c:82]2[cH:83][cH:84][cH:85][cH:86][cH:87]2)([c:88]2[cH:89][cH:90][cH:91][cH:92][cH:93]2)[c:94]2[cH:95][cH:96][cH:97][cH:98][cH:99]2)[cH:100][cH:101]1>>[c:2]1([C:11]#[C:12][CH3:13])[cH:3][c:4]([Cl:8])[n:5][cH:6][cH:7]1. Procedure details: A solution of ethyl 10-[(3R,4R)-7-methoxy-3-(4-methoxyphenyl)-3-methylthiochroman-4-yl]-2-(4,4,5,5,5-pentafluoropentyl)decanoate (3.23 g, 4.902 mmol) in dichloromethane (60 ml) was cooled to −78° C. To this solution, a solution of boron tribromide in dichloromethane (1M, 39.22 ml, 39.22 mmol) was slowly added dropwise, and the resulting mixture was stirred for 1 hour. The reaction vessel was then transferred to an ice-bath and the reaction mixture was further stirred for 3 hours. After the react... Run in ClCCl (dichloromethane), ClCCl (dichloromethane). Conditions: time 1 hour. The reactants are B(Br)(Br)Br (boron tribromide), COC1=CC=C2[C@@H]([C@](CSC2=C1)(C)C1=CC=C(C=C1)OC)CCCCCCCCC(C(=O)OCC)CCCC(C(F)(F)F)(F)F (ethyl 10-[(3R,4R)-7-methoxy-3-(4-methoxyphenyl)-3-methylthiochroman-4-yl]-2-(4,4,5,5,5-pentafluoropentyl)decanoate), O (water). The yield is 67.3%. Yields the product OC1=CC=C2[C@@H]([C@](CSC2=C1)(C)C1=CC=C(C=C1)O)CCCCCCCCC(C(=O)OCC)CCCC(C(F)(F)F)(F)F (ethyl 10-[(3R,4R)-7-hydroxy-3-(4-hydroxyphenyl)-3-methylthiochroman-4-yl]-2-(4,4,5,5,5-pentafluoropentyl)decanoate). RXN SMILES: C[O:2][C:3]1[CH:12]=[C:11]2[C:6]([C@H:7]([CH2:22][CH2:23][CH2:24][CH2:25][CH2:26][CH2:27][CH2:28][CH2:29][CH:30]([CH2:36][CH2:37][CH2:38][C:39]([F:45])([F:44])[C:40]([F:43])([F:42])[F:41])[C:31]([O:33][CH2:34][CH3:35])=[O:32])[C@@:8]([C:14]3[CH:19]=[CH:18][C:17]([O:20]C)=[CH:16][CH:15]=3)([CH3:13])[CH2:9][S:10]2)=[CH:5][CH:4]=1.B(Br)(Br)Br.O>ClCCl>[OH:2][C:3]1[CH:12]=[C:11]2[C:6]([C@H:7]([CH2:22][CH2:23][CH2:24][CH2:25][CH2:26][CH2:27][CH2:28][CH2:29][CH:30]([CH2:36][CH2:37][CH2:38][C:39]([F:45])([F:44])[C:40]([F:41])([F:42])[F:43])[C:31]([O:33][CH2:34][CH3:35])=[O:32])[C@@:8]([C:14]3[CH:15]=[CH:16][C:17]([OH:20])=[CH:18][CH:19]=3)([CH3:13])[CH2:9][S:10]2)=[CH:5][CH:4]=1. Reactants: C[Si](C)(C)C#CC1=CC=C(C=C1)C(C)(C)C (trimethylsilyl-(4-tert-butyl)phenylethyne), C[Si](C)(C)C#CC1=CC=C(C=C1)C(C)(C)C (trimethylsilyl-(4-tert-butyl)phenylethyne), [OH-].[K+] (KOH). The solvent is C(C)(C)O (isopropanol). Reaction conditions: time 6.5 hour. The product is C(C)(C)(C)C1=CC=C(C=C1)C#C ((4-tert-butyl)phenylethyne). RXN SMILES: C[Si]([C:5]#[C:6][C:7]1[CH:12]=[CH:11][C:10]([C:13]([CH3:16])([CH3:15])[CH3:14])=[CH:9][CH:8]=1)(C)C.[OH-].[K+]>C(O)(C)C>[C:13]([C:10]1[CH:9]=[CH:8][C:7]([C:6]#[CH:5])=[CH:12][CH:11]=1)([CH3:16])([CH3:15])[CH3:14] |f:1.2|. Reported procedure: To a stirred solution of 1.44 g (6.23 mmol) of trimethylsilyl (4-tert-butyl)phenylethyne (Compound 21) in 5 ml of isopropanol was added 10 ml of 1N aqueous KOH and the mixture then stirred at room temperature for 6.5 hours. The isopropanol was removed under vacuum and the residue extracted with ether. The ether extract was washed with dilute HCl until the washings were acidic. The ether solution was then successively washed with water, saturated NaCl and NaHCO3 solutions and then dried (MgSO4). ... The solvent is CCOC(=O)C (EtOAc), CCO (EtOH). Yields the product OC1=CC=CC=2CC3=CC=CC=C3C12 (4-hydroxy-fluorene). As a reaction SMILES: [OH:1][C:2]1[C:14]2[C:13]3[C:8](=[CH:9][CH:10]=[CH:11][CH:12]=3)[C:7](=O)[C:6]=2[CH:5]=[CH:4][CH:3]=1.[H][H]>CCOC(C)=O.CCO.[Pd]>[OH:1][C:2]1[C:14]2[C:13]3[C:8](=[CH:9][CH:10]=[CH:11][CH:12]=3)[CH2:7][C:6]=2[CH:5]=[CH:4][CH:3]=1. The reagents and catalysts are [Pd] (Pd/C). Reactants: OC1=CC=CC=2C(C3=CC=CC=C3C12)=O (4-hydroxy-fluoren-9-one), [H][H] (hydrogen). Procedure details: A partial solution of 196.2 mg (1 mmol) of 4-hydroxy-fluoren-9-one in 2 mL EtOAc and 3 mL EtOH with 40 mg 10% Pd/C was stirred under a balloon of hydrogen for 27.5 hours. The catalyst was removed by filtration through celite, washed well with EtOAc, and the filtrate evaporated. The residue was purified by plate layer chromatography with CH2Cl2-EtOAc(50:1) to give 102.7 mg of the title substance. The reactants are C[C@H]1[C@H](N(CCC1)C(=O)C1=C(C=CC(=C1)C)C=1C=NN(C1)C)CNC1=NC=C(C=C1)C(F)(F)F (((2S,3R)-3-methyl-2-(((5-(trifluoromethyl)pyridin-2-yl)amino)methyl)piperidin-1-yl)(5-methyl-2-(1-methyl-1H-pyrazol-4-yl)phenyl)methanone), NC[C@H]1N(CCC[C@H]1C)C(=O)C1=C(C=CC(=C1)C)N1N=CC=N1 (((2S,3R)-2-(aminomethyl)-3-methylpiperidin-1-yl)(5-methyl-2-(2H-1,2,3-triazol-2-yl)phenyl)methanone), ClC1=NC=CC=C1C(F)(F)F (2-chloro-3-(trifluoromethyl)pyridine). Yields the product C[C@H]1[C@H](N(CCC1)C(=O)C1=C(C=CC(=C1)C)N1N=CC=N1)CNC1=NC=CC=C1C(F)(F)F (((2S,3R)-3-Methyl-2-(((3-(trifluoromethyl)pyridin-2-yl)amino)methyl)piperidin-1-yl)(5-methyl-2-(2H-1,2,3-triazol-2-yl)phenyl)methanone). Reaction SMILES: C[C@@H]1CCCN(C(C2C=C(C)C=CC=2C2C=NN(C)C=2)=O)[C@@H]1CN[C:25]1[CH:30]=[CH:29][C:28]([C:31]([F:34])([F:33])[F:32])=[CH:27][N:26]=1.[NH2:35][CH2:36][C@@H:37]1[C@H:42]([CH3:43])[CH2:41][CH2:40][CH2:39][N:38]1[C:44]([C:46]1[CH:51]=[C:50]([CH3:52])[CH:49]=[CH:48][C:47]=1[N:53]1[N:57]=[CH:56][CH:55]=[N:54]1)=[O:45].ClC1C(C(F)(F)F)=CC=CN=1>>[CH3:43][C@@H:42]1[CH2:41][CH2:40][CH2:39][N:38]([C:44]([C:46]2[CH:51]=[C:50]([CH3:52])[CH:49]=[CH:48][C:47]=2[N:53]2[N:57]=[CH:56][CH:55]=[N:54]2)=[O:45])[C@@H:37]1[CH2:36][NH:35][C:27]1[C:28]([C:31]([F:34])([F:33])[F:32])=[CH:29][CH:30]=[CH:25][N:26]=1. Reported procedure: The title compound was synthesized following the same general protocol as described for ((2S,3R)-3-methyl-2-(((5-(trifluoromethyl)pyridin-2-yl)amino)methyl)piperidin-1-yl)(5-methyl-2-(1-methyl-1H-pyrazol-4-yl)phenyl)methanone in Example A1, using ((2S,3R)-2-(aminomethyl)-3-methylpiperidin-1-yl)(5-methyl-2-(2H-1,2,3-triazol-2-yl)phenyl)methanone and 2-chloro-3-(trifluoromethyl)pyridine. ESI-MS (m/z): 459 [M+1]+. Reactants: C(=O)O.NCCC1=CC=C(NC2CCN(CC2)C(=O)NCC2=C(C=C(C=C2)F)F)C=C1 (4-[4-(2-aminoethyl)anilino]-N-(2,4-difluorobenzyl)-1-piperidinecarboxamide formate), C(C)(C)(C)[Si](C1=CC=CC=C1)(C1=CC=CC=C1)OC1=CC=C(C=C1)OCC1OC1 (tert-butyl-(4-oxiranylmethoxy-phenoxy)-diphenyl-silane). The product is FC1=C(CNC(=O)N2CCC(CC2)NC2=CC=C(C=C2)CCNC[C@@H](COC2=CC=C(C=C2)O)O)C=CC(=C1)F (4-(4-[2-[(2S)-2-Hydroxy-3-(4-hydroxy-phenoxy)-propylamino]-ethyl}-phenylamino)-piperidine-1-carboxylic acid 2,4-difluoro-benzylamide). RXN SMILES: C(O)=O.[NH2:4][CH2:5][CH2:6][C:7]1[CH:31]=[CH:30][C:10]([NH:11][CH:12]2[CH2:17][CH2:16][N:15]([C:18]([NH:20][CH2:21][C:22]3[CH:27]=[CH:26][C:25]([F:28])=[CH:24][C:23]=3[F:29])=[O:19])[CH2:14][CH2:13]2)=[CH:9][CH:8]=1.C([Si]([O:49][C:50]1[CH:55]=[CH:54][C:53]([O:56][CH2:57][CH:58]2[CH2:60][O:59]2)=[CH:52][CH:51]=1)(C1C=CC=CC=1)C1C=CC=CC=1)(C)(C)C>>[F:29][C:23]1[CH:24]=[C:25]([F:28])[CH:26]=[CH:27][C:22]=1[CH2:21][NH:20][C:18]([N:15]1[CH2:16][CH2:17][CH:12]([NH:11][C:10]2[CH:9]=[CH:8][C:7]([CH2:6][CH2:5][NH:4][CH2:60][C@H:58]([OH:59])[CH2:57][O:56][C:53]3[CH:54]=[CH:55][C:50]([OH:49])=[CH:51][CH:52]=3)=[CH:31][CH:30]=2)[CH2:13][CH2:14]1)=[O:19] |f:0.1|. Procedure details: 4-[4-(2-aminoethyl)anilino]-N-(2,4-difluorobenzyl)-1-piperidinecarboxamide formate (0.477 g, 1.1 mmol) was reacted with tert-butyl-(4-oxiranylmethoxy-phenoxy)-diphenyl-silane according to Procedure G to give the title compound (0.25 g, 0.032 mmol).